This data is from the Open Reaction Database (ORD), a public repository of structured organic reaction records. The task is: describe an organic reaction: reactants, conditions, products, and yield The reactants are ClC1=C(C(=O)NC=2C(=NC(=NC2NC2CCOCC2)C)Cl)C=CC=C1 (2-chloro-N-(4-chloro-2-methyl-6-(tetrahydro-2H-pyran-4-ylamino)-pyrimidin-5-yl) benzamide), CN1CCNCC1 (1-methylpiperazine), C(C)(C)N(CC)C(C)C (di-isopropylethylamine). Solvent: C(C)(C)O (isopropyl alcohol). Conditions: temperature 160 celsius, time 30 minute. Yields the product ClC1=C(C=CC=C1)C=1N(C2=NC(=NC(=C2N1)N1CCN(CC1)C)C)C1CCOCC1 (8-(2-Chloro-phenyl)-2-methyl-6-(4-methyl-piperazin-1-yl)-9-(tetrahydro pyran-4-yl)-9H-purine). The yield is 88.9%. RXN SMILES: [Cl:1][C:2]1[CH:25]=[CH:24][CH:23]=[CH:22][C:3]=1[C:4]([NH:6][C:7]1[C:8](Cl)=[N:9][C:10]([CH3:20])=[N:11][C:12]=1[NH:13][CH:14]1[CH2:19][CH2:18][O:17][CH2:16][CH2:15]1)=O.[CH3:26][N:27]1[CH2:32][CH2:31][NH:30][CH2:29][CH2:28]1.C(N(C(C)C)CC)(C)C>C(O)(C)C>[Cl:1][C:2]1[CH:25]=[CH:24][CH:23]=[CH:22][C:3]=1[C:4]1[N:13]([CH:14]2[CH2:19][CH2:18][O:17][CH2:16][CH2:15]2)[C:12]2[C:7]([N:6]=1)=[C:8]([N:30]1[CH2:31][CH2:32][N:27]([CH3:26])[CH2:28][CH2:29]1)[N:9]=[C:10]([CH3:20])[N:11]=2. Procedure: Combine 2-chloro-N-(4-chloro-2-methyl-6-(tetrahydro-2H-pyran-4-ylamino)-pyrimidin-5-yl) benzamide (45.0 g, 118.0 mmol), 1-methylpiperazine (23.0 mL, 207.0 mmol), di-isopropylethylamine (23.0 mL, 131.9 mmol) and isopropyl alcohol (225 mL) in a 1 L Parr reactor. Seal the reactor, start stirring, and adjust the set-point for heat control to 160° C. After the internal temperature reaches 160° C., stir the mixture for 24 hours. Cool the reactor contents to 60° C., vent the vessel of pressure, and tra... The reactants are C(C)(C)(C)C1=NN2C(N=CC(=C2)C#C[Si](C)(C)C)=N1 (2-tert-Butyl-6-trimethylsilanylethynyl-[1,2,4]triazolo[1,5-a]pyrimidine), FC1C=CC=CC1(I)F (3,4-difluoro-4-iodobenzene). Product: C(C)(C)(C)C1=NN2C(N=CC(=C2)C#CC2=CC(=C(C=C2)F)F)=N1 (2-tert-Butyl-6-(3,4-difluoro-phenylethynyl)-[1,2,4]triazolo[1,5-a]pyrimidine). As a reaction SMILES: [C:1]([C:5]1[N:19]=[C:8]2[N:9]=[CH:10][C:11]([C:13]#[C:14][Si](C)(C)C)=[CH:12][N:7]2[N:6]=1)([CH3:4])([CH3:3])[CH3:2].[F:20][CH:21]1[C:26]([F:28])(I)[CH:25]=[CH:24][CH:23]=[CH:22]1>>[C:1]([C:5]1[N:19]=[C:8]2[N:9]=[CH:10][C:11]([C:13]#[C:14][C:24]3[CH:23]=[CH:22][C:21]([F:20])=[C:26]([F:28])[CH:25]=3)=[CH:12][N:7]2[N:6]=1)([CH3:4])([CH3:3])[CH3:2]. Procedure details: The title compound, a light yellow solid, MS: m/e=313.1 (M+H+), can be prepared in accordance with the general method of example 43, step 2 from 2-tert-butyl-6-trimethylsilanylethynyl-[1,2,4]triazolo[1,5-a]pyrimidine (example 43, step 1) and 3,4-difluoro-4-iodobenzene. Yields the product ClC1=C2C(=NN=C1C1=CC=CC=C1)NN=C2C2=CC(=CC=C2)F (4-chloro-3-(3-fluorophenyl)-5-phenyl-1H-pyrazolo[3,4-c]pyridazine). The reactants are [Na+].[Cl-] (NaCl), N(=O)[O-].[Na+] (Sodium nitrite), [CH]Cl (cHCl), FC=1C=C(C=CC1)C1=NNC(=C1C#CC1=CC=CC=C1)N (3-(3-fluorophenyl)-4-(2-phenylethynyl)-1H-pyrazol-5-amine). The yield is 42.8%. Solvent: C(Cl)Cl (CH2Cl2), C(Cl)Cl (CH2Cl2). Run at temperature 50 celsius, time 15 minute. Reported procedure: Sodium nitrite (740 mg, 10.7 mmol) was added portionwise to cHCl (24 mL) at −15° C. and stirred for 15 min. 3-(3-fluorophenyl)-4-(2-phenylethynyl)-1H-pyrazol-5-amine (1 g, 3.6 mmol) was added as a solid, followed by the addition of CH2Cl2 (10 mL). The reaction mixture was allowed to warm up and stirred at room temperature for 1.5 h. The reaction mixture was diluted with CH2Cl2 (20 mL) and NaCl (0.5 g) was added. The reaction mixture was heated to 50° C. for 1 d. The layers were separated and the... As a reaction SMILES: [N:1]([O-])=O.[Na+].[CH]Cl.[F:7][C:8]1[CH:9]=[C:10]([C:14]2[C:18]([C:19]#[C:20][C:21]3[CH:26]=[CH:25][CH:24]=[CH:23][CH:22]=3)=[C:17]([NH2:27])[NH:16][N:15]=2)[CH:11]=[CH:12][CH:13]=1.[Na+].[Cl-:29]>C(Cl)Cl>[Cl:29][C:19]1[C:20]([C:21]2[CH:22]=[CH:23][CH:24]=[CH:25][CH:26]=2)=[N:1][N:27]=[C:17]2[NH:16][N:15]=[C:14]([C:10]3[CH:11]=[CH:12][CH:13]=[C:8]([F:7])[CH:9]=3)[C:18]=12 |f:0.1,4.5,^3:4|. Reactants: [N+](=O)([O-])C1=C(C=CC=C1)N1C(=CC=C1)C=O (1-(2-Nitro-phenyl)-1H-pyrrole-2-carbaldehyde), CC(C)(C)[O-].[K+] (KOtBu), EtOAc petroleum ether, C(CCC)P(CC1OCCO1)(CCCC)CCCC (tributyl-[1,3]dioxolan-2-ylmethyl-λ5-phosphane), O (water). The solvent is CS(=O)C (DMSO). Yields the product [N+](=O)([O-])C1=C(C=CC=C1)N1C(=CC=C1)C=CC1OCCO1 (1-(2-Nitro-phenyl)-2-(2-[1,3]dioxolan-2-yl-vinyl)-1H-pyrrole). Yield: 66.0%. Reaction SMILES: [N+:1]([C:4]1[CH:9]=[CH:8][CH:7]=[CH:6][C:5]=1[N:10]1[CH:14]=[CH:13][CH:12]=[C:11]1[CH:15]=O)([O-:3])=[O:2].C(P(CCCC)(CCCC)[CH2:22][CH:23]1[O:27][CH2:26][CH2:25][O:24]1)CCC.CC([O-])(C)C.[K+].O>CS(C)=O>[N+:1]([C:4]1[CH:9]=[CH:8][CH:7]=[CH:6][C:5]=1[N:10]1[CH:14]=[CH:13][CH:12]=[C:11]1[CH:15]=[CH:22][CH:23]1[O:27][CH2:26][CH2:25][O:24]1)([O-:3])=[O:2] |f:2.3|. Reported procedure: 2.98 g (13.8 mmol) 2a, 1.2 eqv. of tributyl-[1,3]dioxolan-2-ylmethyl-λ5-phosphane and 1.5 eqv. KOtBu in DMSO was stirred at 60° C. for 24 hours. The reaction was monitored by TLC (EtOAc:petroleum ether 1:2). After cooling, the reaction mixture was poured into water and extracted with ether and the solvent was evaporated. The semi-solid residue was diluted with ether and filtrated to remove residual Bu3PO and the product was purified by column chromatography (EtOAc: petroleum ether 1:2) to yield ... The reactants are O=C([O-])[O-], O=C1CCCC1Cl, [K+], [K+], CN(C)C=O, COC(=O)c1ccc(OC)c(O)c1. The product is COC(=O)c1ccc(OC)c(OC2CCCC2=O)c1. RXN SMILES: [C:14](=[O:15])([O-:16])[O-:17].[Cl:20][CH:21]1[C:22](=[O:26])[CH2:23][CH2:24][CH2:25]1.[K+:18].[K+:19].[O:27]=[CH:28][N:29]([CH3:30])[CH3:31].[OH:1][c:2]1[cH:3][c:4]([C:5](=[O:6])[O:7][CH3:8])[cH:9][cH:10][c:11]1[O:12][CH3:13]>>[O:1]([c:2]1[cH:3][c:4]([C:5](=[O:6])[O:7][CH3:8])[cH:9][cH:10][c:11]1[O:12][CH3:13])[CH:21]1[C:22](=[O:26])[CH2:23][CH2:24][CH2:25]1. Starting materials: C=O (paraformaldehyde), [B-]C#N.[Na+] (sodium cyanotrihydroborate), C(C)(C)(C)OC(=O)NC=1C=NC=CC1[C@@H]1C[C@@H]([C@@H]([C@@H](C1)NC(OC(C)(C)C)=O)N)C ((+/−)-tert-butyl ((1R,2S,3S,5R)-5-(3-((tert-butoxycarbonyl)amino)pyridin-4-yl)-2-amino-3-methylcyclohexyl)carbamate), C(C1=CC=CC=C1)=O (benzaldehyde), [B-]C#N.[Na+] (sodium cyanotrihydroborate). The reagents and catalysts are [OH-].[OH-].[Pd+2] (Pd(OH)2). Solvent: CO (MeOH). Conditions: time 3 hour. Product: C(C)(C)(C)OC(=O)NC=1C=NC=CC1[C@@H]1C[C@@H]([C@@H]([C@@H](C1)NC(OC(C)(C)C)=O)NC)C ((+/−)-tert-butyl ((1R,2S,3S,5R)-5-(3-((tert-butoxycarbonyl)amino)pyridin-4-yl)-3-methyl-2-(methylamino)cyclohexyl)carbamate). The yield is 75.0%. RXN SMILES: [C:1]([O:5][C:6]([NH:8][C:9]1[CH:10]=[N:11][CH:12]=[CH:13][C:14]=1[C@H:15]1[CH2:20][C@@H:19]([NH:21][C:22](=[O:28])[O:23][C:24]([CH3:27])([CH3:26])[CH3:25])[C@@H:18]([NH2:29])[C@@H:17]([CH3:30])[CH2:16]1)=[O:7])([CH3:4])([CH3:3])[CH3:2].[CH:31](=O)C1C=CC=CC=1.[B-]C#N.[Na+].C=O>CO.[OH-].[OH-].[Pd+2]>[C:1]([O:5][C:6]([NH:8][C:9]1[CH:10]=[N:11][CH:12]=[CH:13][C:14]=1[C@H:15]1[CH2:20][C@@H:19]([NH:21][C:22](=[O:28])[O:23][C:24]([CH3:27])([CH3:26])[CH3:25])[C@@H:18]([NH:29][CH3:31])[C@@H:17]([CH3:30])[CH2:16]1)=[O:7])([CH3:4])([CH3:2])[CH3:3] |f:2.3,6.7.8|. Reported procedure: To a solution of (+/−)-tert-butyl ((1R,2S,3S,5R)-5-(3-((tert-butoxycarbonyl)amino)pyridin-4-yl)-2-amino-3-methylcyclohexyl)carbamate (1.0 equiv.) in MeOH (0.10 M) was added benzaldehyde (1.3 equiv.). After 3 hrs, sodium cyanotrihydroborate (2.5 equiv.) was added and the mixture was stirred at rt for 16 hrs. The reaction mixture was quenched by the addition of water, and volatiles were removed in vacuo. The mixture was extracted with ethyl acetate. The combined organic phases were dried with sodi... The reactants are C=C(CC(N=[N+]=[N-])C(=O)OCC)CC(NC=O)(C(=O)OCC)C(=O)OCC, C1CCOC1, O, c1ccc(P(c2ccccc2)c2ccccc2)cc1. The product is C=C(CC(N)C(=O)OCC)CC(NC=O)(C(=O)OCC)C(=O)OCC. As a reaction SMILES: [N:20](=[N+:21]=[N-:22])[CH:23]([CH2:24][C:25]([CH2:26][C:27]([C:28](=[O:29])[O:30][CH2:31][CH3:32])([C:33](=[O:34])[O:35][CH2:36][CH3:37])[NH:38][CH:39]=[O:40])=[CH2:41])[C:42](=[O:43])[O:44][CH2:45][CH3:46].[O:48]1[CH2:49][CH2:50][CH2:51][CH2:52]1.[OH2:47].[c:1]1([P:2]([c:3]2[cH:4][cH:5][cH:6][cH:7][cH:8]2)[c:9]2[cH:10][cH:11][cH:12][cH:13][cH:14]2)[cH:15][cH:16][cH:17][cH:18][cH:19]1>>[NH2:20][CH:23]([CH2:24][C:25]([CH2:26][C:27]([C:28](=[O:29])[O:30][CH2:31][CH3:32])([C:33](=[O:34])[O:35][CH2:36][CH3:37])[NH:38][CH:39]=[O:40])=[CH2:41])[C:42](=[O:43])[O:44][CH2:45][CH3:46]. Reactants: CC(C)c1ccc(NC(=O)C2(NC(=O)OC(C)(C)C)CCNCC2)cc1, ClCCl, O=C=Nc1ccc(F)cc1. Product: CC(C)c1ccc(NC(=O)C2(NC(=O)OC(C)(C)C)CCN(C(=O)Nc3ccc(F)cc3)CC2)cc1. As a reaction SMILES: [C:1]([CH3:2])([CH3:3])([CH3:4])[O:5][C:6]([NH:7][C:8]1([C:14]([NH:15][c:16]2[cH:17][cH:18][c:19]([CH:22]([CH3:23])[CH3:24])[cH:20][cH:21]2)=[O:25])[CH2:9][CH2:10][NH:11][CH2:12][CH2:13]1)=[O:26].[Cl:37][CH2:38][Cl:39].[F:27][c:28]1[cH:29][cH:30][c:31]([N:34]=[C:35]=[O:36])[cH:32][cH:33]1>>[C:1]([CH3:2])([CH3:3])([CH3:4])[O:5][C:6]([NH:7][C:8]1([C:14]([NH:15][c:16]2[cH:17][cH:18][c:19]([CH:22]([CH3:23])[CH3:24])[cH:20][cH:21]2)=[O:25])[CH2:9][CH2:10][N:11]([C:35]([NH:34][c:31]2[cH:30][cH:29][c:28]([F:27])[cH:33][cH:32]2)=[O:36])[CH2:12][CH2:13]1)=[O:26]. Starting materials: CI, O=Cc1cncc(-c2cc3ccc(Cl)cc3[nH]2)c1, [H-], [Na+], CN(C)C=O, O. Product: Cn1c(-c2cncc(C=O)c2)cc2ccc(Cl)cc21. RXN SMILES: [CH3:19][I:20].[Cl:1][c:2]1[cH:3][cH:4][c:5]2[cH:6][c:7](-[c:11]3[cH:12][c:13]([CH:17]=[O:18])[cH:14][n:15][cH:16]3)[nH:8][c:9]2[cH:10]1.[H-:27].[Na+:26].[O:21]=[CH:22][N:23]([CH3:24])[CH3:25].[OH2:28]>>[Cl:1][c:2]1[cH:3][cH:4][c:5]2[cH:6][c:7](-[c:11]3[cH:12][c:13]([CH:17]=[O:18])[cH:14][n:15][cH:16]3)[n:8]([CH3:22])[c:9]2[cH:10]1.